This data is from the Open Reaction Database (ORD), a public repository of structured organic reaction records. The task is: describe an organic reaction: reactants, conditions, products, and yield The reactants are COC(=O)C=1N(N=C(C1)OCC=1C(=NOC1CO)C1=CC=C(C=C1)Cl)C (5-[3-(4-chloro-phenyl)-5-hydroxymethyl-isoxazol-4-ylmethoxy]-2-methyl-2H-pyrazole-3-carboxylic acid methyl ester), C1(CC1)N (cyclopropylamine). Yields the product C1(CC1)NC(=O)C=1N(N=C(C1)OCC=1C(=NOC1CO)C1=CC=C(C=C1)Cl)C (5-[3-(4-Chloro-phenyl)-5-hydroxymethyl-isoxazol-4-ylmethoxy]-2-methyl-2H-pyrazole-3-carboxylic acid cyclopropylamide). Yield: 30.0%. Reaction SMILES: C[O:2][C:3]([C:5]1[N:6]([CH3:26])[N:7]=[C:8]([O:10][CH2:11][C:12]2[C:13]([C:19]3[CH:24]=[CH:23][C:22]([Cl:25])=[CH:21][CH:20]=3)=[N:14][O:15][C:16]=2[CH2:17][OH:18])[CH:9]=1)=O.[CH:27]1([NH2:30])[CH2:29][CH2:28]1>>[CH:27]1([NH:30][C:3]([C:5]2[N:6]([CH3:26])[N:7]=[C:8]([O:10][CH2:11][C:12]3[C:13]([C:19]4[CH:24]=[CH:23][C:22]([Cl:25])=[CH:21][CH:20]=4)=[N:14][O:15][C:16]=3[CH2:17][OH:18])[CH:9]=2)=[O:2])[CH2:29][CH2:28]1. Procedure details: As described for example 100f, 5-[3-(4-chloro-phenyl)-5-hydroxymethyl-isoxazol-4-ylmethoxy]-2-methyl-2H-pyrazole-3-carboxylic acid methyl ester (100 mg, 0.27 mmol) was converted, using cyclopropylamine instead of isopropylamine, to the title compound (32 mg, 30%) which was obtained as a white solid. MS: m/e=403.2 [M+H]+. The reactants are CC(C(=O)OCC)(C)OC1=C(C=C(C=C1)CNCC1=CC=C(C=C1)C(F)(F)F)C (ethyl 2-methyl-2-[2-methyl-4-({[4-(trifluoromethyl)benzyl]amino}methyl)phenoxy]propanoate), BrC1=NC(=CC=C1)C1=CC=C(C=C1)C(F)(F)F (2-bromo-6-[4-(trifluoromethyl) phenyl]pyridine), C1=CC=C(C=C1)P(C2=CC=CC=C2)C3=C(C4=CC=CC=C4C=C3)C5=C(C=CC6=CC=CC=C65)P(C7=CC=CC=C7)C8=CC=CC=C8 ((R)-2,2′-bis(diphenylphosphino)-1,1′-binapthyl), C([O-])([O-])=O.[Cs+].[Cs+] (caesium carbonate). Reagents/catalysts: C(C)(=O)[O-].[Pd+2].C(C)(=O)[O-] (palladium (II) acetate). Run in C1(=CC=CC=C1)C (toluene). Run at temperature 70 celsius. The product is CC(C(=O)OCC)(C)OC1=C(C=C(C=C1)CN(C1=NC(=CC=C1)C1=CC=C(C=C1)C(F)(F)F)CC1=CC=C(C=C1)C(F)(F)F)C (Ethyl 2-methyl-2-{2-methyl-4-[([4-(trifluoromethyl)benzyl]{6-[4-(trifluoromethyl)phenyl]pyridin-2-yl}amino)methyl]phenoxy}propanoate). The yield is 45.7%. Reaction SMILES: [CH3:1][C:2]([O:9][C:10]1[CH:15]=[CH:14][C:13]([CH2:16][NH:17][CH2:18][C:19]2[CH:24]=[CH:23][C:22]([C:25]([F:28])([F:27])[F:26])=[CH:21][CH:20]=2)=[CH:12][C:11]=1[CH3:29])([CH3:8])[C:3]([O:5][CH2:6][CH3:7])=[O:4].Br[C:31]1[CH:36]=[CH:35][CH:34]=[C:33]([C:37]2[CH:42]=[CH:41][C:40]([C:43]([F:46])([F:45])[F:44])=[CH:39][CH:38]=2)[N:32]=1.C1C=CC(P(C2C=CC3C(=CC=CC=3)C=2C2C3C(=CC=CC=3)C=CC=2P(C2C=CC=CC=2)C2C=CC=CC=2)C2C=CC=CC=2)=CC=1.C(=O)([O-])[O-].[Cs+].[Cs+]>C1(C)C=CC=CC=1.C([O-])(=O)C.[Pd+2].C([O-])(=O)C>[CH3:8][C:2]([O:9][C:10]1[CH:15]=[CH:14][C:13]([CH2:16][N:17]([CH2:18][C:19]2[CH:20]=[CH:21][C:22]([C:25]([F:27])([F:28])[F:26])=[CH:23][CH:24]=2)[C:31]2[CH:36]=[CH:35][CH:34]=[C:33]([C:37]3[CH:42]=[CH:41][C:40]([C:43]([F:44])([F:46])[F:45])=[CH:39][CH:38]=3)[N:32]=2)=[CH:12][C:11]=1[CH3:29])([CH3:1])[C:3]([O:5][CH2:6][CH3:7])=[O:4] |f:3.4.5,7.8.9|. Procedure details: A mixture of ethyl 2-methyl-2-[2-methyl-4-({[4-(trifluoromethyl)benzyl]amino}methyl)phenoxy]propanoate (0.13 g, 0.318 mmol ), 2-bromo-6-[4-(trifluoromethyl) phenyl]pyridine (78.5 mg, 0.26 mmol), palladium (II) acetate (4.8 mg, 0.021 mmol), (R)-2,2′-bis(diphenylphosphino)-1,1′-binapthyl (19.8 mg, 0.032 mmol) and caesium carbonate (0.13 g, 0.397 mmol) in toluene (1.8 mL) were heated at 70° C. in a reactivial for 18 hours. After cooling to room temperature, the reaction mixture was filtered and the... Reactants: CCC1(C)CC(=O)CC(C)(C)N1, [K+], [OH-], O. Product: CCC1(C)CCCC(C)(C)N1. As a reaction SMILES: [CH3:1][C:2]1([CH3:12])[NH:3][C:4]([CH2:9][CH3:10])([CH3:11])[CH2:5][C:6](=[O:8])[CH2:7]1.[K+:14].[OH-:13].[OH2:15]>>[CH3:1][C:2]1([CH3:12])[NH:3][C:4]([CH2:9][CH3:10])([CH3:11])[CH2:5][CH2:6][CH2:7]1. Reactants: P(=O)(O)(O)[O-].[K+] (potassium dihydrogen phosphate), Cl(=O)[O-].[Na+] (sodium chlorite), CC(C)=CC (2-Methyl-2-butene), Cl(=O)[O-].[Na+] (sodium chlorite), C(C1=CC=CC=C1)OC1=C(C=C(C=O)C=C1C)C (4-(benzyloxy)-3,5-dimethyl-benzaldehyde), P(=O)(O)(O)[O-].[K+] (potassium dihydrogen phosphate). Run in O.CC(C)(C)O (water t-BuOH). Run at temperature 25 celsius, time 4 hour. Yields the product C(C1=CC=CC=C1)OC1=C(C=C(C(=O)O)C=C1C)C (4-(benzyloxy)-3,5-dimethylbenzoic acid). Reaction SMILES: CC(=CC)C.Cl([O-])=O.[Na+].[CH2:10]([O:17][C:18]1[C:25]([CH3:26])=[CH:24][C:21]([CH:22]=[O:23])=[CH:20][C:19]=1[CH3:27])[C:11]1[CH:16]=[CH:15][CH:14]=[CH:13][CH:12]=1.P([O-])(O)(O)=[O:29].[K+]>O.CC(O)(C)C>[CH2:10]([O:17][C:18]1[C:25]([CH3:26])=[CH:24][C:21]([C:22]([OH:29])=[O:23])=[CH:20][C:19]=1[CH3:27])[C:11]1[CH:16]=[CH:15][CH:14]=[CH:13][CH:12]=1 |f:1.2,4.5,6.7|. Procedure: 2-Methyl-2-butene (3.31 mL, 31.2 mmol) and sodium chlorite (282 mg, 3.12 mmol) were sequentially added to a mixture of 4-(benzyloxy)-3,5-dimethyl-benzaldehyde (455 μl, 2.081 mmol) and potassium dihydrogen phosphate (425 mg, 3.12 mmol) in 1:1 water/t-BuOH (8.0 mL), and the resulting mixture was stirred at 25° C. for 4 h. Additional potassium dihydrogen phosphate (991 mg, 7.28 mmol) and sodium chlorite (659 mg, 7.28 mmol) were then sequentially added, and the resulting mixture was stirred at 25° C... Starting materials: C(C)OC=C(C(=O)OCC)C(=O)[O-] (ethyl ethoxymethylenemalonate), ClC1=C2CCC(NC2=CC=C1)C (5-chloro-2-methyl-1,2,3,4-tetrahydroquinoline), P(O)(O)(O)=O (phosphoric acid), O=P12OP3(=O)OP(=O)(O1)OP(=O)(O2)O3 (phosphorus pentoxide), polyphosphoric acid, [OH-].[Na+] (sodium hydroxide). Solvent: O (water), C(C)O (ethanol). Product: ClC1=CC=C2C(C(=CN3C(CCC1=C23)C)C(=O)O)=O (8-chloro-5-methyl-6,7-dihydro-1-oxo-1H,5H-benzo-[ij]quinolizine-2-carboxylic acid). The yield is 68.5%. As a reaction SMILES: C(O[CH:4]=[C:5]([C:11]([O-:13])=O)[C:6]([O:8]CC)=[O:7])C.[Cl:14][C:15]1[CH:24]=[CH:23][CH:22]=[C:21]2[C:16]=1[CH2:17][CH2:18][CH:19]([CH3:25])[NH:20]2.P(=O)(O)(O)O.O=P12OP3(OP(OP(O3)(O1)=O)(=O)O2)=O.[OH-].[Na+]>O.C(O)C>[Cl:14][C:15]1[C:16]2=[C:21]3[N:20]([CH:19]([CH3:25])[CH2:18][CH2:17]2)[CH:4]=[C:5]([C:6]([OH:8])=[O:7])[C:11](=[O:13])[C:22]3=[CH:23][CH:24]=1 |f:4.5|. Procedure details: 25 g of ethyl ethoxymethylenemalonate was added to 21 g of 5-chloro-2-methyl-1,2,3,4-tetrahydroquinoline and the mixture was heated on an oil bath at 110° to 120° C. during which time distillation of ethanol was observed. After heating the mixture at the same temperature as above for 30 minutes 160 g of polyphosphoric acid prepared from 80 g of phosphoric acid and 80 g of phosphorus pentoxide was added thereto followed by heating on an oil bath at 130° to 140° C. for 1 hour. After completion of ... Starting materials: [Li]CCCC, CC=CCP(=O)(OCC)OCC, CCCCCC, ClCc1ccccc1, Cl, C1CCOC1. Yields the product CC=CC(Cc1ccccc1)P(=O)(OCC)OCC. Reaction SMILES: [CH2:18]([Li:19])[CH2:20][CH2:21][CH3:22].[CH2:1]([CH:2]=[CH:3][CH3:4])[P:5]([O:6][CH2:7][CH3:8])(=[O:9])[O:10][CH2:11][CH3:12].[CH3:32][CH2:33][CH2:34][CH2:35][CH2:36][CH3:37].[Cl:23][CH2:24][c:25]1[cH:26][cH:27][cH:28][cH:29][cH:30]1.[ClH:31].[O:13]1[CH2:14][CH2:15][CH2:16][CH2:17]1>>[CH:1]([CH:2]=[CH:3][CH3:4])([P:5]([O:6][CH2:7][CH3:8])(=[O:9])[O:10][CH2:11][CH3:12])[CH2:24][c:25]1[cH:26][cH:27][cH:28][cH:29][cH:30]1. Reactants: OC1=C(C=CC(=C1)F)CC[C@@H]([C@H](C)O[Si](C)(C)C(C)(C)C)O ((3S,4S)-1-(2-hydroxy-4-fluorophenyl)-4-tert-butyldimethylsilyloxy-3-pentanol), C(C1=CC=CC=C1)Br (benzyl bromide), C([O-])([O-])=O.[K+].[K+] (potassium carbonate). The solvent is CN(C)C=O (DMF), CCOC(=O)C (EtOAc). Yields the product C(C1=CC=CC=C1)OC1=C(C=CC(=C1)F)CC[C@@H]([C@H](C)O[Si](C)(C)C(C)(C)C)O ((3S,4S)-1-(2-benzyloxy-4-fluorophenyl)-4-tert-butyldimethylsilyloxy-3-pentanol). Yield: 81.4%. RXN SMILES: [OH:1][C:2]1[CH:7]=[C:6]([F:8])[CH:5]=[CH:4][C:3]=1[CH2:9][CH2:10][C@H:11]([OH:22])[C@@H:12]([O:14][Si:15]([C:18]([CH3:21])([CH3:20])[CH3:19])([CH3:17])[CH3:16])[CH3:13].[CH2:23](Br)[C:24]1[CH:29]=[CH:28][CH:27]=[CH:26][CH:25]=1.C(=O)([O-])[O-].[K+].[K+]>CN(C=O)C.CCOC(C)=O>[CH2:23]([O:1][C:2]1[CH:7]=[C:6]([F:8])[CH:5]=[CH:4][C:3]=1[CH2:9][CH2:10][C@H:11]([OH:22])[C@@H:12]([O:14][Si:15]([C:18]([CH3:21])([CH3:20])[CH3:19])([CH3:16])[CH3:17])[CH3:13])[C:24]1[CH:29]=[CH:28][CH:27]=[CH:26][CH:25]=1 |f:2.3.4|. Procedure: (3S,4S)-1-(2-hydroxy-4-fluorophenyl)-4-tert-butyldimethylsilyloxy-3-pentanol (0.94 g) was treated with benzyl bromide (0.48 ml) and potassium carbonate (0.53 g) in DMF (5 ml) at room temperature for 2 hr. The mixture was diluted with EtOAc and washed with water twice, dried and evaporated. The residual oil (1.43 g) was chromatographed over silica gel (30 g), eluting with a mixture of hexane and EtOAc (40:1) to give a second crop of colorless oil of (3S,4S)-1-(2-benzyloxy-4-fluorophenyl)-4-tert-b... Reactants: O=Cc1ccnc(Br)c1, Nc1ccccc1C(=O)O. Yields the product O=C(O)c1ccccc1NCc1ccnc(Br)c1. As a reaction SMILES: [Br:11][c:12]1[n:13][cH:14][cH:15][c:16]([CH:18]=[O:19])[cH:17]1.[NH2:1][c:2]1[cH:3][cH:4][cH:5][cH:6][c:7]1[C:8]([OH:9])=[O:10]>>[NH:1]([c:2]1[cH:3][cH:4][cH:5][cH:6][c:7]1[C:8]([OH:9])=[O:10])[CH2:18][c:16]1[cH:15][cH:14][n:13][c:12]([Br:11])[cH:17]1. The reactants are ClCCl, C[N+]1([O-])CCOCC1, CC(O)CNC(=O)c1ccccc1. Yields the product CC(=O)CNC(=O)c1ccccc1. As a reaction SMILES: [CH2:22]([Cl:23])[Cl:24].[CH3:14][N+:15]1([O-:21])[CH2:16][CH2:17][O:18][CH2:19][CH2:20]1.[OH:1][CH:2]([CH2:3][NH:4][C:5]([c:6]1[cH:7][cH:8][cH:9][cH:10][cH:11]1)=[O:12])[CH3:13]>>[O:1]=[C:2]([CH2:3][NH:4][C:5]([c:6]1[cH:7][cH:8][cH:9][cH:10][cH:11]1)=[O:12])[CH3:13]. The product is BrC1=CC=C2CCC(C(C2=C1)=O)CC=1NC=CN1 (7-bromo-2-(1-imidazolylmethyl)-1-tetralone). Run in C=1(C(=CC=CC1)C)C (xylene). Reactants: BrC1=CC=C2CCC(C(C2=C1)=O)CN(C)C (7-bromo-2-dimethylaminomethyl-1-tetralone), N1C=NC=C1 (imidazole). As a reaction SMILES: [Br:1][C:2]1[CH:11]=[C:10]2[C:5]([CH2:6][CH2:7][CH:8]([CH2:13]N(C)C)[C:9]2=[O:12])=[CH:4][CH:3]=1.[NH:17]1[CH:21]=[CH:20][N:19]=[CH:18]1>C1(C)C(C)=CC=CC=1>[Br:1][C:2]1[CH:11]=[C:10]2[C:5]([CH2:6][CH2:7][CH:8]([CH2:13][C:18]3[NH:17][CH:21]=[CH:20][N:19]=3)[C:9]2=[O:12])=[CH:4][CH:3]=1. Procedure details: A solution of 7-bromo-2-dimethylaminomethyl-1-tetralone free base (6.0 g) and imidazole (2.5 g) in xylene (30 ml) was heated under reflux for 1.5 hours and then evaporated. The residue was dissolved in ether and the solution was washed with water followed by dilute hydrochloric acid. The acid extract was made just alkaline with dilute sodium hydroxide solution. The mixture was extracted with chloroform and the combined chloroform extracts were washed with water and dried (Na2SO4). Evaporation of...